This data is from the Open Reaction Database (ORD), a public repository of structured organic reaction records. The task is: describe an organic reaction: reactants, conditions, products, and yield Reactants: BrC1=CC=C(CP(OCC)(OCC)=O)C=C1 (diethyl 4-bromobenzylphosphonate), O (water), C[O-].[Na+] (sodium methoxide), CN(C)C1=C(C=O)C=CC=C1 ((dimethylamino)benzaldehyde). The solvent is CN(C)C=O (DMF), CN(C)C=O (DMF). Reaction conditions: time 24 hour. The product is BrC1=CC=C(/C=C/C2=CC=C(N(C)C)C=C2)C=C1 ((E)-4-(4-bromostyryl)-N,N-dimethylaniline). RXN SMILES: [CH3:1][O-].[Na+].[Br:4][C:5]1[CH:19]=[CH:18][C:8]([CH2:9]P(=O)(OCC)OCC)=[CH:7][CH:6]=1.[CH3:20][N:21]([C:23]1[CH:30]=[CH:29][CH:28]=[CH:27][C:24]=1C=O)[CH3:22].O>CN(C=O)C>[Br:4][C:5]1[CH:6]=[CH:7][C:8](/[CH:9]=[CH:1]/[C:28]2[CH:27]=[CH:24][C:23]([N:21]([CH3:20])[CH3:22])=[CH:30][CH:29]=2)=[CH:18][CH:19]=1 |f:0.1|. Procedure details: DMF (anhydrous) (10.5 mL) was added to sodium methoxide (176 mg, 3.26 mmol) and the color was changed to pink. To the above solution diethyl 4-bromobenzylphosphonate (1.0 g, 3.26 mmol) in DMF (6.5 ml) was added dropwise over 2 minutes, followed by 4 (dimethylamino)benzaldehyde (486 mg, 3.26 mmol). The reaction mixture was stirred at room temperature for 24 hours. Deionized water (17 mL) was added. The product was filtered out through vacuum filtration and recrystallized with DCM/hexane to give c... Product: O1C(C1)C1=CC=CC=C1 (1,2-epoxyethylbenzene). Reactants: [SH3+] (sulphonium), C(C1=CC=CC=C1)=O (benzaldehyde), C1(=CC=CC=C1)C (toluene), C(CC)O (n-propanol), [OH-].[Na+] (sodium hydroxide). Reported procedure: To the sulphonium salt mixture was added benzaldehyde (13.52 g at 98%, 0.125 moles), toluene (92 g, 1 mole), and n-propanol (35.5 g, 0.59 moles) and the mixture stirred and heated to 50° C. Aqueous sodium hydroxide solution (32 g at 53%, 0.425 moles) was added and a temperature rise to 80° C. was observed (due to neutralisation of excess acid). The mixture was cooled to 70° C. and stirred at this temperature for 1 hour. The mixture was cooled, the organic layer separated, washed with water and d... RXN SMILES: [SH3+].[CH:2](=[O:9])[C:3]1[CH:8]=[CH:7][CH:6]=[CH:5][CH:4]=1.[C:10]1(C)C=CC=CC=1.C(O)CC.[OH-].[Na+]>>[O:9]1[CH2:10][CH:2]1[C:3]1[CH:8]=[CH:7][CH:6]=[CH:5][CH:4]=1 |f:4.5|. Reaction conditions: temperature 50 celsius.